Dataset: the Open Reaction Database (ORD), a public repository of structured organic reaction records. Task: describe an organic reaction: reactants, conditions, products, and yield The product is C1(CCCCC1)ON1C(CC(CC1(C)C)CCCCN)(C)C (N-(1-cyclohexyloxy-2,2,6,6-tetramethyl-4-piperidyl)butylamine). Reaction SMILES: [CH:1]1([O:7][N:8]2[C:13]([CH3:15])([CH3:14])[CH2:12][C:11](=O)[CH2:10][C:9]2([CH3:18])[CH3:17])[CH2:6][CH2:5][CH2:4][CH2:3][CH2:2]1.[CH2:19]([NH2:23])[CH2:20][CH2:21][CH3:22]>>[CH:1]1([O:7][N:8]2[C:13]([CH3:15])([CH3:14])[CH2:12][CH:11]([CH2:22][CH2:21][CH2:20][CH2:19][NH2:23])[CH2:10][C:9]2([CH3:18])[CH3:17])[CH2:6][CH2:5][CH2:4][CH2:3][CH2:2]1. Procedure details: The product is prepared analogously to the method described in Example II-1, by reaction of 126.7 g (0.5 moles) of 1-cyclohexyloxy-2,2,6,6-tetramethyl-4-oxopiperidine and 38.4 g (0.52 moles) of n-butylamine. The reactants are C1(CCCCC1)ON1C(CC(CC1(C)C)=O)(C)C (1-cyclohexyloxy-2,2,6,6-tetramethyl-4-oxopiperidine), C(CCC)N (n-butylamine). Reactants: CS(=O)(=O)C1=CC=C(C=C1)C1=C(C2=CC=CC=CC2=C1C1=CC=CC=C1)C(=O)OC (Methyl 2-(4-methylsulfonylphenyl)-3-phenylazulene-1-carboxylate), P(O)(O)(O)=O (phosphoric acid), ice water. Reaction conditions: temperature 120 celsius, time 10 minute. Product: CS(=O)(=O)C1=CC=C(C=C1)C1=C(C2=CC=CC=CC2=C1)C1=CC=CC=C1 (2-(4-Methylsulfonylphenyl)-1-phenylazulene). Yield: 89.4%. RXN SMILES: [CH3:1][S:2]([C:5]1[CH:10]=[CH:9][C:8]([C:11]2[C:20]([C:21]3[CH:26]=[CH:25][CH:24]=[CH:23][CH:22]=3)=[C:19]3[C:13](=[CH:14][CH:15]=[CH:16][CH:17]=[CH:18]3)[C:12]=2C(OC)=O)=[CH:7][CH:6]=1)(=[O:4])=[O:3].P(=O)(O)(O)O>>[CH3:1][S:2]([C:5]1[CH:6]=[CH:7][C:8]([C:11]2[CH:12]=[C:13]3[C:19](=[CH:18][CH:17]=[CH:16][CH:15]=[CH:14]3)[C:20]=2[C:21]2[CH:26]=[CH:25][CH:24]=[CH:23][CH:22]=2)=[CH:9][CH:10]=1)(=[O:3])=[O:4]. Procedure details: Methyl 2-(4-methylsulfonylphenyl)-3-phenylazulene-1-carboxylate(0.13 g) was treated with 100% phosphoric acid (5.0 ml). After stirring for 10 min at 120° C., the reaction mixture was poured into ice-water, followed by extracted with EtOAc. The combined EtOAc extracts were washed with water and brine, dried over Na2SO4 and concentrated. The crude product was purified by SiO2 column chromatography (benzenee/Et2O, 50: 1) to give the title compound (0.10 g) as violet crystals; mp 139°-140° C.